Dataset: the Open Reaction Database (ORD), a public repository of structured organic reaction records. Task: describe an organic reaction: reactants, conditions, products, and yield The reactants are [BH-](OC(=O)C)(OC(=O)C)OC(=O)C.[Na+] (Na(OAc)3BH), C(=O)(OC(C)(C)C)N1CCNCC1 (Boc piperizine), C(C)N1CCN(CC1)C=1C=CC(=C(C1)N)[N+](=O)[O-] (5-(4-Ethyl-piperazin-1-yl)-2-nitro-phenylamine), CC(=O)C (acetone). The solvent is O (water), C(C)(=O)O (acetic acid), C(Cl)Cl (DCM). Reaction conditions: time 20 minute. Product: C(C)(C)N1CCN(CC1)C(=O)OC(C)(C)C (tert-butyl 4-isopropylpiperazine-1-carboxylate). RXN SMILES: [C:1]([N:8]1[CH2:13][CH2:12][NH:11][CH2:10][CH2:9]1)([O:3][C:4]([CH3:7])([CH3:6])[CH3:5])=[O:2].C(N1CCN([C:22]2[CH:23]=CC([N+]([O-])=O)=C(N)[CH:27]=2)CC1)C.CC(C)=O.[BH-](OC(C)=O)(OC(C)=O)OC(C)=O.[Na+]>O.C(O)(=O)C.C(Cl)Cl>[CH:22]([N:11]1[CH2:10][CH2:9][N:8]([C:1]([O:3][C:4]([CH3:7])([CH3:6])[CH3:5])=[O:2])[CH2:13][CH2:12]1)([CH3:23])[CH3:27] |f:3.4|. Reported procedure: Boc piperizine, 1 (10 g, 53.76 mmol) and acetone (4 mL) was taken in a mixture of dry DCM (100 mL) and acetic acid (3.2 mL). Stirred at room temperature for 20 min. Added Na(OAc)3BH (17 g, 80.2 mmol) and stirring continued at room temperature for 12 hr. The reaction mixture was diluted with water, extracted with ethyl acetate (3×25 mL). The organic layer was washed with brine, dried over Na2SO4, filtered and concentrated under vacuum to get crude title compound (13 g, crude). MS (ESI): 229.2 [M+... Reactants: ClC1=C(N)C=CC(=C1)F (2-chloro-4-fluoroaniline), FC1=C(C(=O)C(C(=O)OCC)=COCC)C=C(C(=C1)F)F (ethyl 2-(2,4,5-trifluorobenzoyl)-3-ethoxyacrylate). The solvent is C(Cl)(Cl)Cl (chloroform), C(Cl)(Cl)Cl (chloroform). Conditions: time 8 hour. Product: FC1=C(C(=O)C(C(=O)OCC)=CNC2=C(C=C(C=C2)F)Cl)C=C(C(=C1)F)F (ethyl 2-(2,4,5-trifluorobenzoyl)-3-(2-chloro-4-fluorophenylamino)acrylate). RXN SMILES: [Cl:1][C:2]1[CH:8]=[C:7]([F:9])[CH:6]=[CH:5][C:3]=1[NH2:4].[F:10][C:11]1[CH:28]=[C:27]([F:29])[C:26]([F:30])=[CH:25][C:12]=1[C:13]([C:15](=[CH:21]OCC)[C:16]([O:18][CH2:19][CH3:20])=[O:17])=[O:14]>C(Cl)(Cl)Cl>[F:10][C:11]1[CH:28]=[C:27]([F:29])[C:26]([F:30])=[CH:25][C:12]=1[C:13]([C:15](=[CH:21][NH:4][C:3]1[CH:5]=[CH:6][C:7]([F:9])=[CH:8][C:2]=1[Cl:1])[C:16]([O:18][CH2:19][CH3:20])=[O:17])=[O:14]. Reported procedure: With ice cooling, 5 ml of a chloroform solution containing 1.2 ml of 2-chloro-4-fluoroaniline was added dropwise to 13 ml of a chloroform solution containing 2.46 g of ethyl 2-(2,4,5-trifluorobenzoyl)-3-ethoxyacrylate and stirred overnight at room temperature. The solvent was distilled off then to the residue, ethanol was added. The resulting crystals were collected by filtration and washed with diethyl ether, to give ethyl 2-(2,4,5-trifluorobenzoyl)-3-(2-chloro-4-fluorophenylamino)acrylate. To ... Reactants: Cl.N1[C@@H](CC[C@@H]1CO)CO ((2S,5R)-pyrrolidine-2,5-diyldimethanol hydrochloride), C(O)([O-])=O.[Na+] (sodium hydrogen carbonate), Cl.N1[C@@H](CC[C@@H]1CO)CO ((2S,5R)-pyrrolidine-2,5-diyldimethanol hydrochloride), ClC1=NC(=NC(=N1)Cl)C1=CC=C(C=C1)[N+](=O)[O-] (2,4-dichloro-6-(4-nitrophenyl)-1,3,5-triazine), ice water, C(O)([O-])=O.[Na+] (sodium hydrogen carbonate). Run in O (water), O (water), CC(=O)C.O (acetone water), CC(=O)C (acetone), O (water). Conditions: temperature 0 celsius, time 30 minute. Yields the product ClC1=NC(=NC(=N1)C1=CC=C(C=C1)[N+](=O)[O-])N1[C@@H](CC[C@@H]1CO)CO (((2S,5R)-1-(4-chloro-6-(4-nitrophenyl)-1,3,5-triazin-2-yl)pyrrolidine-2,5-diyl)dimethanol). Reaction SMILES: Cl[C:2]1[N:7]=[C:6]([Cl:8])[N:5]=[C:4]([C:9]2[CH:14]=[CH:13][C:12]([N+:15]([O-:17])=[O:16])=[CH:11][CH:10]=2)[N:3]=1.Cl.[NH:19]1[C@@H:23]([CH2:24][OH:25])[CH2:22][CH2:21][C@H:20]1[CH2:26][OH:27].C(=O)([O-])O.[Na+]>CC(C)=O.CC(C)=O.O.O>[Cl:8][C:6]1[N:5]=[C:4]([C:9]2[CH:14]=[CH:13][C:12]([N+:15]([O-:17])=[O:16])=[CH:11][CH:10]=2)[N:3]=[C:2]([N:19]2[C@@H:23]([CH2:24][OH:25])[CH2:22][CH2:21][C@H:20]2[CH2:26][OH:27])[N:7]=1 |f:1.2,3.4,6.7|. Procedure: A suspension of 2,4-dichloro-6-(4-nitrophenyl)-1,3,5-triazine (2.2 g, 8.0 mmol) in acetone (40 mL) was added to magnetically stirred ice water (60 mL). The mixture was treated with a solution of (2S,5R)-pyrrolidine-2,5-diyldimethanol hydrochloride (1.0 g, 6.0 mmol) in acetone/water (20 mL, 3:1), followed by a suspension of sodium hydrogen carbonate (1.0 g, 12 mmol) in water (12 mL). After 30 minutes of stirring at 0° C., the mixture was treated with an additional quantity of (2S,5R)-pyrrolidine-... Reactants: C=CCP(=O)(OCC)OCC, CO, O=N[O-], Cc1cc(N)cc(C)c1C=O, [Na+], CC(=O)[O-], CC(=O)[O-], O, [Pd+2]. Product: CCOP(=O)(CC=Cc1cc(C)c(C=O)c(C)c1)OCC. As a reaction SMILES: [CH2:18]([CH:19]=[CH2:20])[P:21]([O:22][CH2:23][CH3:24])([O:25][CH2:26][CH3:27])=[O:28].[CH3:16][OH:17].[N:12]([O-:13])=[O:14].[NH2:1][c:2]1[cH:3][c:4]([CH3:11])[c:5]([CH:6]=[O:7])[c:8]([CH3:10])[cH:9]1.[Na+:15].[O-:31][C:32]([CH3:33])=[O:34].[O-:35][C:36]([CH3:37])=[O:38].[OH2:29].[Pd+2:30]>>[c:2]1([CH:20]=[CH:19][CH2:18][P:21]([O:22][CH2:23][CH3:24])([O:25][CH2:26][CH3:27])=[O:28])[cH:3][c:4]([CH3:11])[c:5]([CH:6]=[O:7])[c:8]([CH3:10])[cH:9]1. Reactants: Cl.FC(C1=C(C(C2=CC=C(C=C2)Cl)OC2CNC2)C=CC=C1)(F)F (3-[2-(trifluoromethyl)-4′-chlorobenzhydryloxy]azetidine hydrochloride), [N-]=C=O (isocyanate), compound ( 10 ). Yields the product FC(C1=C(C(C2=CC=C(C=C2)Cl)OC2CN(C2)C(=O)NC(C)CC)C=CC=C1)(F)F (3-[2-(trifluoromethyl)-4′-chlorobenzhydryloxy]-N-(sec-butyl)azetidine-1-carboxamide). As a reaction SMILES: Cl.[F:2][C:3]([F:24])([F:23])[C:4]1[CH:22]=[CH:21][CH:20]=[CH:19][C:5]=1[CH:6]([O:14][CH:15]1[CH2:18][NH:17][CH2:16]1)[C:7]1[CH:12]=[CH:11][C:10]([Cl:13])=[CH:9][CH:8]=1.[N-:25]=[C:26]=[O:27]>>[F:24][C:3]([F:2])([F:23])[C:4]1[CH:22]=[CH:21][CH:20]=[CH:19][C:5]=1[CH:6]([O:14][CH:15]1[CH2:18][N:17]([C:26]([NH:25][CH:4]([CH2:5][CH3:6])[CH3:3])=[O:27])[CH2:16]1)[C:7]1[CH:12]=[CH:11][C:10]([Cl:13])=[CH:9][CH:8]=1 |f:0.1|. Procedure: This material was prepared from 3-[2-(trifluoromethyl)-4′-chlorobenzhydryloxy]azetidine hydrochloride (98) and the corresponding isocyanate using the procedure described for compound (10). Reactants: ClC1=C(C=C(C=C1)OC1=CC=C(C=C1)CCC(N)=N)C(F)(F)F (3-(4-{[4-chloro-3-(trifluoromethyl)phenyl]oxy}phenyl)propanimidamide), C(=O)([O-])[O-].[K+].[K+] (K2CO3), C(=O)C(C(=O)OC)CC=1C=NC=NC1 (methyl 2-formyl-3-(5-pyrimidinyl)propanoate). Run in CN1CCCC1=O (NMP). Reaction conditions: temperature 120 celsius. The product is ClC1=C(C=C(C=C1)OC1=CC=C(C=C1)CCC=1NC=C(C(N1)=O)CC=1C=NC=NC1)C(F)(F)F (2-[2-(4-{[4-Chloro-3-(trifluoromethyl)phenyl]oxy}phenyl)ethyl]-5-(5-pyrimidinylmethyl)-4(1H)-pyrimidinone). RXN SMILES: [Cl:1][C:2]1[CH:7]=[CH:6][C:5]([O:8][C:9]2[CH:14]=[CH:13][C:12]([CH2:15][CH2:16][C:17](=[NH:19])[NH2:18])=[CH:11][CH:10]=2)=[CH:4][C:3]=1[C:20]([F:23])([F:22])[F:21].C([O-])([O-])=O.[K+].[K+].[CH:30]([CH:32]([CH2:37][C:38]1[CH:39]=[N:40][CH:41]=[N:42][CH:43]=1)[C:33](OC)=O)=[O:31]>CN1C(=O)CCC1>[Cl:1][C:2]1[CH:7]=[CH:6][C:5]([O:8][C:9]2[CH:10]=[CH:11][C:12]([CH2:15][CH2:16][C:17]3[NH:18][CH:33]=[C:32]([CH2:37][C:38]4[CH:43]=[N:42][CH:41]=[N:40][CH:39]=4)[C:30](=[O:31])[N:19]=3)=[CH:13][CH:14]=2)=[CH:4][C:3]=1[C:20]([F:21])([F:22])[F:23] |f:1.2.3|. Procedure: A mixture of 3-(4-{[4-chloro-3-(trifluoromethyl)phenyl]oxy}phenyl)propanimidamide (150 mg, 0.316 mmol), K2CO3 (131 mg, 0.949 mmol) and methyl 2-formyl-3-(5-pyrimidinyl)propanoate (188 mg, 0.633 mmol) in NMP (1.5 mL) was heated with a microwave reactor at 120° C. for 2 h. Purification via a reverse phase Biotage then afforded the title compound as a white solid. LCMS: rt=3.13 min, [M+H+]=487